This data is from the Open Reaction Database (ORD), a public repository of structured organic reaction records. The task is: describe an organic reaction: reactants, conditions, products, and yield Reactants: Cl.NC1=C(C(=O)OC)C=CC(=C1)CSC1=CC=CC=C1 (methyl 2-amino-4-((phenylthio)methyl)benzoate hydrochloride), C([O-])([O-])=O.[Cs+].[Cs+] (cesium carbonate), FC1=CC=C(C=C1)I (1-fluoro-4-iodobenzene). Reagents/catalysts: C(C)(=O)[O-].[Pd+2].C(C)(=O)[O-] (palladium acetate), C1(=CC=CC=C1)P(C1=C(C2=CC=CC=C2C=C1)C1=C(C=CC2=CC=CC=C12)P(C1=CC=CC=C1)C1=CC=CC=C1)C1=CC=CC=C1 (rac-2,2′-bis(diphenylphosphino)-1,1′-binaphthyl), C(C)(=O)[O-].[Pd+2].C(C)(=O)[O-] (palladium acetate). The solvent is C1(=CC=CC=C1)C (toluene). Yields the product FC1=CC=C(NC2=C(C(=O)OC)C=CC(=C2)CSC2=CC=CC=C2)C=C1 (methyl 2-(4-fluoroanilino)-4-((phenylthio)methyl)benzoate). RXN SMILES: Cl.[NH2:2][C:3]1[CH:12]=[C:11]([CH2:13][S:14][C:15]2[CH:20]=[CH:19][CH:18]=[CH:17][CH:16]=2)[CH:10]=[CH:9][C:4]=1[C:5]([O:7][CH3:8])=[O:6].C(=O)([O-])[O-].[Cs+].[Cs+].[F:27][C:28]1[CH:33]=[CH:32][C:31](I)=[CH:30][CH:29]=1>C([O-])(=O)C.[Pd+2].C([O-])(=O)C.C1(P(C2C=CC=CC=2)C2C=CC3C(=CC=CC=3)C=2C2C3C(=CC=CC=3)C=CC=2P(C2C=CC=CC=2)C2C=CC=CC=2)C=CC=CC=1.C1(C)C=CC=CC=1>[F:27][C:28]1[CH:33]=[CH:32][C:31]([NH:2][C:3]2[CH:12]=[C:11]([CH2:13][S:14][C:15]3[CH:20]=[CH:19][CH:18]=[CH:17][CH:16]=3)[CH:10]=[CH:9][C:4]=2[C:5]([O:7][CH3:8])=[O:6])=[CH:30][CH:29]=1 |f:0.1,2.3.4,6.7.8|. Procedure: To toluene 9.5 mL suspension of methyl 2-amino-4-((phenylthio)methyl)benzoate hydrochloride 0.96 g, rac-2,2′-bis(diphenylphosphino)-1,1′-binaphthyl 19 mg, palladium acetate 7 mg and cesium carbonate 3.0 g was added 1-fluoro-4-iodobenzene 1.1 mL, and it was heated and refluxed under nitrogen atmosphere for 3 hours. After the reaction mixture was cooled to room temperature, palladium acetate 7.0 mg was added to it, and it was heated and refluxed for 14 hours. After the reaction mixture was cooled ... Conditions: temperature 100 celsius, time 24 hour. Reagents/catalysts: [Pd+2] (PALLADIUM(II)), C(C)(=O)[O-].[Pd+2].C(C)(=O)[O-] (palladium(II) acetate). Yields the product ClC1=CC2=C(C=N1)C(=NN2C(C2=CC=CC=C2)(C2=CC=CC=C2)C2=CC=CC=C2)COC (6-chloro-3-(methoxymethyl)-1-trityl-1H-pyrazolo[4,3-c]pyridine), 52a. The solvent is O (Water), O1CCOCC1 (1,4-Dioxane). Reported procedure: Under Argon, the solution of 6-chloro-3-iodo-1-trityl-1H-pyrazolo[4,3-c]pyridine (52 mg, 0.100 mmol), potassium methoxymethyltrifluoroborate (16.66 mg, 0.110 mmol), palladium(II) acetate (0.671 mg, 2.99 μmol), (2-DICYCLOHEXYLPHOSPHINO-2′,6′-DIISOPROPYL-1,1′-BIPHENYL)[2-(2-AMINOETHYL)PHENYL)]PALLADIUM(II) (4.36 mg, 5.98 μmol and cesium carbonate (0.024 ml, 0.299 mmol) in 1,4-Dioxane (0.9 ml) and Water (0.1 ml) was allowed to stir at 100° C. for 24 h. LC-MS showed the desired product's mass. EtOAc... The reactants are C([O-])([O-])=O.[Cs+].[Cs+] (cesium carbonate), (2-DICYCLOHEXYLPHOSPHINO-2′,6′-DIISOPROPYL-1,1′-BIPHENYL)[2-(2-AMINOETHYL)PHENYL), ClC1=CC2=C(C=N1)C(=NN2C(C2=CC=CC=C2)(C2=CC=CC=C2)C2=CC=CC=C2)I (6-chloro-3-iodo-1-trityl-1H-pyrazolo[4,3-c]pyridine), COC[B-](F)(F)F.[K+] (potassium methoxymethyltrifluoroborate), CCOC(=O)C (EtOAc). Reaction SMILES: [Cl:1][C:2]1[N:7]=[CH:6][C:5]2[C:8](I)=[N:9][N:10]([C:11]([C:24]3[CH:29]=[CH:28][CH:27]=[CH:26][CH:25]=3)([C:18]3[CH:23]=[CH:22][CH:21]=[CH:20][CH:19]=3)[C:12]3[CH:17]=[CH:16][CH:15]=[CH:14][CH:13]=3)[C:4]=2[CH:3]=1.[CH3:31][O:32][CH2:33][B-](F)(F)F.[K+].C(=O)([O-])[O-].[Cs+].[Cs+].CCOC(C)=O>O1CCOCC1.O.C([O-])(=O)C.[Pd+2].C([O-])(=O)C.[Pd+2]>[Cl:1][C:2]1[N:7]=[CH:6][C:5]2[C:8]([CH2:31][O:32][CH3:33])=[N:9][N:10]([C:11]([C:24]3[CH:29]=[CH:28][CH:27]=[CH:26][CH:25]=3)([C:18]3[CH:23]=[CH:22][CH:21]=[CH:20][CH:19]=3)[C:12]3[CH:17]=[CH:16][CH:15]=[CH:14][CH:13]=3)[C:4]=2[CH:3]=1 |f:1.2,3.4.5,9.10.11|. Starting materials: CN1CCC(=C2c3ccccc3OCc3cc(Br)sc32)CC1, CC(=O)OC(C)(C)C, [Li]CCCC, CCCCCC, CN([SiH](C)C)[Si](C)(C)C, O. Yields the product CN1CCC(=C2c3ccccc3OCc3cc(CC(=O)OC(C)(C)C)sc32)CC1. RXN SMILES: [Br:29][c:30]1[cH:31][c:32]2[c:38]([s:39]1)[C:37](=[C:40]1[CH2:41][CH2:42][N:43]([CH3:46])[CH2:44][CH2:45]1)[c:36]1[c:35]([cH:50][cH:49][cH:48][cH:47]1)[O:34][CH2:33]2.[C:21]([CH3:22])(=[O:23])[O:24][C:25]([CH3:26])([CH3:27])[CH3:28].[CH2:16]([Li:17])[CH2:18][CH2:19][CH3:20].[CH3:10][CH2:11][CH2:12][CH2:13][CH2:14][CH3:15].[CH3:1][SiH:2]([CH3:3])[N:4]([CH3:5])[Si:6]([CH3:7])([CH3:8])[CH3:9].[OH2:51]>>[C:21]([CH2:22][c:30]1[cH:31][c:32]2[c:38]([s:39]1)[C:37](=[C:40]1[CH2:41][CH2:42][N:43]([CH3:46])[CH2:44][CH2:45]1)[c:36]1[c:35]([cH:50][cH:49][cH:48][cH:47]1)[O:34][CH2:33]2)(=[O:23])[O:24][C:25]([CH3:26])([CH3:27])[CH3:28]. The reactants are O=C1N(CCCC1C1=CC=CC=C1)CC(=O)O (2-(2-oxo-3-phenylpiperidin-1-yl)acetic acid), Cl.FC=1C=C2CNCC2=CC1 (5-fluoroisoindoline hydrochloride), C(C)N=C=NCCCN(C)C (N1-((ethylimino)methylene)-N3,N3-dimethylpropane-1,3-diamine). Solvent: ClCCl (dichloromethane). Conditions: time 8 hour. The product is FC=1C=C2CN(CC2=CC1)C(CN1C(C(CCC1)C1=CC=CC=C1)=O)=O (1-[2-(5-fluoro-1,3-dihydro-2H-isoindol-2-yl)-2-oxoethyl]-3-phenylpiperidin-2-one). Reaction SMILES: [O:1]=[C:2]1[CH:7]([C:8]2[CH:13]=[CH:12][CH:11]=[CH:10][CH:9]=2)[CH2:6][CH2:5][CH2:4][N:3]1[CH2:14][C:15]([OH:17])=O.Cl.[F:19][C:20]1[CH:21]=[C:22]2[C:26](=[CH:27][CH:28]=1)[CH2:25][NH:24][CH2:23]2.C(N=C=NCCCN(C)C)C>ClCCl>[F:19][C:20]1[CH:21]=[C:22]2[C:26](=[CH:27][CH:28]=1)[CH2:25][N:24]([C:15](=[O:17])[CH2:14][N:3]1[CH2:4][CH2:5][CH2:6][CH:7]([C:8]3[CH:9]=[CH:10][CH:11]=[CH:12][CH:13]=3)[C:2]1=[O:1])[CH2:23]2 |f:1.2|. Reported procedure: To 2-(2-oxo-3-phenylpiperidin-1-yl)acetic acid (Example 91D, 0.168 g, 0.720 mmol) and 5-fluoroisoindoline hydrochloride (0.138 g, 0.792 mmol) in dichloromethane (0.5 mL) was added N1-((ethylimino)methylene)-N3,N3-dimethylpropane-1,3-diamine (0.191 mL, 1.080 mmol), and the reaction was stirred at ambient temperature overnight. The reaction was loaded directly onto a SF15-12 silica gel column (Analogix®, Burlington, Wis.), and the title compound was eluted using a gradient of 5% to 100% ethyl acet... Starting materials: COC=1C=C(C=CC1OC)C1=NNC(C1)=O (3-(3,4-dimethoxyphenyl)-4,5-dihydro-1H-pyrazol-5-one), C(C)OC(CC(C1=CC=C(C=C1)OC)=O)=O (Ethyl-4-methoxybenzoylacetate), O.NN (hydrazine hydrate). Product: COC1=CC=C(C=C1)C1=NNC(C1)=O (3-(4-methoxyphenyl)-4,5-dihydro-1H-pyrazol-5-one). The yield is 67.0%. RXN SMILES: CO[C:3]1[CH:4]=[C:5]([C:11]2[CH2:15][C:14](=[O:16])[NH:13][N:12]=2)[CH:6]=[CH:7][C:8]=1[O:9][CH3:10].C(OC(=O)CC(=O)C1C=CC(OC)=CC=1)C.O.NN>>[CH3:10][O:9][C:8]1[CH:3]=[CH:4][C:5]([C:11]2[CH2:15][C:14](=[O:16])[NH:13][N:12]=2)=[CH:6][CH:7]=1 |f:2.3|. Procedure details: The starting material was prepared using an analogous procedure to that described for the synthesis of 3-(3,4-dimethoxyphenyl)-4,5-dihydro-1H-pyrazol-5-one in Example 9. Ethyl-4-methoxybenzoylacetate (1 g, 4.5 mmol) was reacted with hydrazine hydrate (218 μl, 4.5 mmol) to give 3-(4-methoxyphenyl)-4,5-dihydro-1H-pyrazol-5-one (570 mg, 67%). The reactants are C(C)(=O)OCC=1C(=NC=CC1C1=NN(C(C(=C1)NC1=NC=C(C=C1)C(=O)N1CCOCC1)=O)C)N1C(C=2N(C=3CCCCC3C2)CC1)=O ({4-[1-Methyl-5-({5-[(morpholin-4-yl)carbonyl]pyridin-2-yl}amino)-6-oxo-1,6-dihydropyridazin-3-yl]-2-{1-oxo-1H,2H,3H,4H,6H,7H,8H,9H-pyrazino[1,2-a]indol-2-yl}pyridin-3-yl}methyl Acetate), [OH-].[Li+] (lithium hydroxide), O (water). Solvent: C(C)(C)O.C1CCOC1.O (i-propanol THF water). Yields the product OCC=1C(=NC=CC1C1=NN(C(C(=C1)NC1=NC=C(C=C1)C(=O)N1CCOCC1)=O)C)N1C(C=2N(C=3CCCCC3C2)CC1)=O (2-[3-(hydroxymethyl)-4-[1-methyl-5-[[5-(morpholine-4-carbonyl)-2-pyridyl]amino]-6-oxo-pyridazin-3-yl]-2-pyridyl]-3,4,6,7,8,9-hexahydropyrazino[1,2-a]indol-1-one). The yield is 61.4%. Reaction SMILES: C([O:4][CH2:5][C:6]1[C:7]([N:35]2[CH2:47][CH2:46][N:38]3[C:39]4[CH2:40][CH2:41][CH2:42][CH2:43][C:44]=4[CH:45]=[C:37]3[C:36]2=[O:48])=[N:8][CH:9]=[CH:10][C:11]=1[C:12]1[CH:17]=[C:16]([NH:18][C:19]2[CH:24]=[CH:23][C:22]([C:25]([N:27]3[CH2:32][CH2:31][O:30][CH2:29][CH2:28]3)=[O:26])=[CH:21][N:20]=2)[C:15](=[O:33])[N:14]([CH3:34])[N:13]=1)(=O)C.[OH-].[Li+].O>C(O)(C)C.C1COCC1.O>[OH:4][CH2:5][C:6]1[C:7]([N:35]2[CH2:47][CH2:46][N:38]3[C:39]4[CH2:40][CH2:41][CH2:42][CH2:43][C:44]=4[CH:45]=[C:37]3[C:36]2=[O:48])=[N:8][CH:9]=[CH:10][C:11]=1[C:12]1[CH:17]=[C:16]([NH:18][C:19]2[CH:24]=[CH:23][C:22]([C:25]([N:27]3[CH2:32][CH2:31][O:30][CH2:29][CH2:28]3)=[O:26])=[CH:21][N:20]=2)[C:15](=[O:33])[N:14]([CH3:34])[N:13]=1 |f:1.2,4.5.6|. Procedure: A mixture of 227a (131 mg, 0.20 mmol) and lithium hydroxide.1 water (120 mg, 2.0 mmol) in i-propanol/THF/water (4 mL/4 mL/2 mL) was stirred at 35° C. for 0.5 h. The mixture was evaporated in vacuo and the residue was extracted with dichloromethane (3×10 mL). The combined dichloromethane extract was concentrated under reduced pressure and the residue was purified by reverse-phase prep-HPLC to afford 227 as a white solid (75 mg, 62%). MS-ESI: [M+H]+ 611.2. 1H NMR (500 MHz, DMSO-d6) δ 9.75 (s, 1H),... Reactants: C(=O)(O)CCCCC1=CN(C2=CC=CC=C12)C=1C=NC=CC1 (3-(4-carboxybutyl)-N-(3-pyridyl)indole), S(O)(O)(=O)=O (sulfuric acid), CO (methanol). Product: COC(=O)CCCCC1=CN(C2=CC=CC=C12)C=1C=NC=CC1 (3-(4-methoxycarbonylbutyl)-N-(3-pyridyl)indole). Reaction SMILES: [C:1]([CH2:4][CH2:5][CH2:6][CH2:7][C:8]1[C:16]2[C:11](=[CH:12][CH:13]=[CH:14][CH:15]=2)[N:10]([C:17]2[CH:18]=[N:19][CH:20]=[CH:21][CH:22]=2)[CH:9]=1)([OH:3])=[O:2].S(=O)(=O)(O)O.[CH3:28]O>>[CH3:28][O:2][C:1]([CH2:4][CH2:5][CH2:6][CH2:7][C:8]1[C:16]2[C:11](=[CH:12][CH:13]=[CH:14][CH:15]=2)[N:10]([C:17]2[CH:18]=[N:19][CH:20]=[CH:21][CH:22]=2)[CH:9]=1)=[O:3]. Procedure details: A solution of 5.0 g of 3-(4-carboxybutyl)-N-(3-pyridyl)indole in 50 ml of methanol is refluxed under nitrogen with 0.25 g of concentrated sulfuric acid for 2 hours. The reaction mixture is cooled and evaporated and partitioned between 50 ml of ether and 50 ml of ice-cold, saturated sodium bicarbonate solution. The organic phase is separated, dried over potassium carbonate and evaporated to yield 3-(4-methoxycarbonylbutyl)-N-(3-pyridyl)indole.